Dataset: the Open Reaction Database (ORD), a public repository of structured organic reaction records. Task: describe an organic reaction: reactants, conditions, products, and yield Reactants: N#Cc1cc([N+](=O)[O-])ccc1Oc1cccc(NC(=O)C(F)(F)F)c1, C, CN1CCCC1=O, [Pd]. The product is N#Cc1cc(N)ccc1Oc1cccc(NC(=O)C(F)(F)F)c1. RXN SMILES: [C:1](#[N:2])[c:3]1[c:4]([O:5][c:6]2[cH:7][c:8]([NH:12][C:13]([C:14]([F:15])([F:16])[F:17])=[O:18])[cH:9][cH:10][cH:11]2)[cH:19][cH:20][c:21]([N+:23]([O-:24])=[O:25])[cH:22]1.[C:33].[CH3:26][N:27]1[C:28](=[O:29])[CH2:30][CH2:31][CH2:32]1.[Pd:34]>>[C:1](#[N:2])[c:3]1[c:4]([O:5][c:6]2[cH:7][c:8]([NH:12][C:13]([C:14]([F:15])([F:16])[F:17])=[O:18])[cH:9][cH:10][cH:11]2)[cH:19][cH:20][c:21]([NH2:23])[cH:22]1. The reactants are CC(=O)O, O=C1C2C=CC(CC2)C(=O)C1Cl, [Zn]. The product is O=C1CC(=O)C2C=CC1CC2. As a reaction SMILES: [CH3:14][C:15](=[O:16])[OH:17].[Cl:1][CH:2]1[C:3](=[O:12])[CH:4]2[CH:5]=[CH:6][CH:7]([C:8]1=[O:9])[CH2:10][CH2:11]2.[Zn:13]>>[CH2:2]1[C:3](=[O:12])[CH:4]2[CH:5]=[CH:6][CH:7]([C:8]1=[O:9])[CH2:10][CH2:11]2. The reactants are BrC1=CC=C(C(=N1)[C@]1(N=C(O[C@@H](C1)C(F)(F)F)NC(C1=CC=CC=C1)=O)CF)F (N-((4S,6S)-4-(6-bromo-3-fluoropyridin-2-yl)-4-(fluoromethyl)-6-(trifluoromethyl)-5,6-dihydro-4H-1,3-oxazin-2-yl)benzamide), ClC=1C(=NN(C1)C(F)F)C(=O)N (4-chloro-1-(difluoromethyl)-1H-pyrazole-3-carboxamide), ClC=1C(=NN(C1)C(F)F)C(=O)N (4-chloro-1-(difluoromethyl)-1H-pyrazole-3-carboxamide). The product is NC=1O[C@@H](C[C@@](N1)(CF)C1=C(C=CC(=N1)NC(=O)C1=NN(C=C1Cl)C(F)F)F)C(F)(F)F (N-(6-((4S,6S)-2-amino-4-(fluoromethyl)-6-(trifluoromethyl)-5,6-dihydro-4H-1,3-oxazin-4-yl)-5-fluoropyridin-2-yl)-4-chloro-1-(difluoromethyl)-1H-pyrazole-3-carboxamide). As a reaction SMILES: Br[C:2]1[N:7]=[C:6]([C@:8]2([CH2:27][F:28])[CH2:13][C@@H:12]([C:14]([F:17])([F:16])[F:15])[O:11][C:10]([NH:18]C(=O)C3C=CC=CC=3)=[N:9]2)[C:5]([F:29])=[CH:4][CH:3]=1.[Cl:30][C:31]1[C:32]([C:39]([NH2:41])=[O:40])=[N:33][N:34]([CH:36]([F:38])[F:37])[CH:35]=1>>[NH2:18][C:10]1[O:11][C@H:12]([C:14]([F:15])([F:17])[F:16])[CH2:13][C@:8]([C:6]2[N:7]=[C:2]([NH:41][C:39]([C:32]3[C:31]([Cl:30])=[CH:35][N:34]([CH:36]([F:37])[F:38])[N:33]=3)=[O:40])[CH:3]=[CH:4][C:5]=2[F:29])([CH2:27][F:28])[N:9]=1. Procedure details: The title compound was synthesized by procedures and steps analogous to those described in Method R, Example 134 above, except N-((4S,6S)-4-(6-bromo-3-fluoropyridin-2-yl)-4-(fluoromethyl)-6-(trifluoromethyl)-5,6-dihydro-4H-1,3-oxazin-2-yl)benzamide (11i) underwent the conditions described in step 10 with 4-chloro-1-(difluoromethyl)-1H-pyrazole-3-carboxamide (intermediate 32) followed by the conditions described in step 9. MS m/z=488.9 [M+H]+. Calculated for C16H12ClF7N6O2: 488.1. Reactants: CO, CCOC(=O)C1CCC2CN(C(=O)OC)CC(=O)N21, Cl, [Li+], C1CCOC1, [OH-], O, O. Yields the product COC(=O)N1CC(=O)N2C(CCC2C(=O)O)C1. As a reaction SMILES: [CH3:25][OH:26].[CH3:4][O:5][C:6](=[O:7])[N:8]1[CH2:9][CH:10]2[N:11]([C:12](=[O:14])[CH2:13]1)[CH:15]([C:18](=[O:19])[O:20][CH2:21][CH3:22])[CH2:16][CH2:17]2.[ClH:23].[Li+:3].[O:27]1[CH2:28][CH2:29][CH2:30][CH2:31]1.[OH-:2].[OH2:1].[OH2:24]>>[CH3:4][O:5][C:6](=[O:7])[N:8]1[CH2:9][CH:10]2[N:11]([C:12](=[O:14])[CH2:13]1)[CH:15]([C:18](=[O:19])[OH:20])[CH2:16][CH2:17]2. The reactants are C(C)(=O)OCC(CC1=C(C(=O)C2=CC(=CC=C2)Cl)C=C(C(=C1)OC)OC)=O (2-(3-acetoxyacetonyl)-3'-chloro-4,5-dimethoxybenzophenone), O.NN (hydrazine hydrate). Solvent: C(C)O (ethanol). Conditions: time 8 hour. The product is ClC=1C=C(C=CC1)C1=NN=C(CC2=C1C=C(C(=C2)OC)OC)CO (1-(3-Chlorophenyl)-4-hydroxymethyl-7,8-dimethoxy-5H-2,3-benzodiazepine). The yield is 77.8%. As a reaction SMILES: C([O:4][CH2:5][C:6](=O)[CH2:7][C:8]1[CH:22]=[C:21]([O:23][CH3:24])[C:20]([O:25][CH3:26])=[CH:19][C:9]=1[C:10]([C:12]1[CH:17]=[CH:16][CH:15]=[C:14]([Cl:18])[CH:13]=1)=O)(=O)C.O.[NH2:29][NH2:30]>C(O)C>[Cl:18][C:14]1[CH:13]=[C:12]([C:10]2[C:9]3[CH:19]=[C:20]([O:25][CH3:26])[C:21]([O:23][CH3:24])=[CH:22][C:8]=3[CH2:7][C:6]([CH2:5][OH:4])=[N:30][N:29]=2)[CH:17]=[CH:16][CH:15]=1 |f:1.2|. Procedure details: 6.7 g (17.3 mmoles) of 2-(3-acetoxyacetonyl)-3'-chloro-4,5-dimethoxybenzophenone [(IV), R=CH3 ] are suspended in 70 ml of 99.5% ethanol, then 5.2 l (104 mmoles) of 100% hydrazine hydrate are added under stirring. The reaction mixture is stirred at room temperature for 72 hours, treated with activated carbon, filtered and 82 ml of distilled water are added to the filtrate. Then 4 ml of glacial acetic acid are dropped to the pale yellow solution under cooling with ice-cold water. Upon scratching c... The reactants are CN(C)c1ccccc1C(=O)C(O)c1ccccc1, C1COCCO1, P=S. Yields the product O=C(c1ccccc1)C(O)c1ccccc1. RXN SMILES: [CH3:1][N:2]([CH3:3])[c:4]1[c:5]([C:10](=[O:11])[CH:12]([OH:13])[c:14]2[cH:15][cH:16][cH:17][cH:18][cH:19]2)[cH:6][cH:7][cH:8][cH:9]1.[O:22]1[CH2:23][CH2:24][O:25][CH2:26][CH2:27]1.[P:20]=[S:21]>>[cH:4]1[c:5]([C:10](=[O:11])[CH:12]([OH:13])[c:14]2[cH:15][cH:16][cH:17][cH:18][cH:19]2)[cH:6][cH:7][cH:8][cH:9]1. Starting materials: C(C)OC(=O)C=1C(=C2C(=CN1)N(C(=C2Br)Br)CC2=CC=C(C=C2)OC)O (2,3-dibromo-4-hydroxy-1-(4-methoxy-benzyl)-1H-pyrrolo[2,3-c]pyridine-5-carboxylic acid ethyl ester), NCC(=O)O (glycine), C[O-].[Na+].CO (NaOMe HOMe). Product: BrC1=C(C=2C(=CN=C(C2O)C(=O)NCC(=O)O)N1CC1=CC=C(C=C1)OC)Br ({[2,3-Dibromo-4-hydroxy-1-(4-methoxy-benzyl)-1H-pyrrolo[2,3-c]pyridine-5-carbonyl]-amino}-acetic acid). RXN SMILES: C(O[C:4]([C:6]1[C:7]([OH:26])=[C:8]2[C:14]([Br:15])=[C:13]([Br:16])[N:12]([CH2:17][C:18]3[CH:23]=[CH:22][C:21]([O:24][CH3:25])=[CH:20][CH:19]=3)[C:9]2=[CH:10][N:11]=1)=[O:5])C.[NH2:27][CH2:28][C:29]([OH:31])=[O:30].C[O-].[Na+].CO>>[Br:16][C:13]1[N:12]([CH2:17][C:18]2[CH:23]=[CH:22][C:21]([O:24][CH3:25])=[CH:20][CH:19]=2)[C:9]2=[CH:10][N:11]=[C:6]([C:4]([NH:27][CH2:28][C:29]([OH:31])=[O:30])=[O:5])[C:7]([OH:26])=[C:8]2[C:14]=1[Br:15] |f:2.3.4|. Procedure details: Prepared in analogy to that of Example 1(e) from 2,3-dibromo-4-hydroxy-1-(4-methoxy-benzyl)-1H-pyrrolo[2,3-c]pyridine-5-carboxylic acid ethyl ester, glycine and NaOMe/HOMe. The title compound, ESI MS (m/z): 512 (M+H)+.